Dataset: the Open Reaction Database (ORD), a public repository of structured organic reaction records. Task: describe an organic reaction: reactants, conditions, products, and yield The reactants are COC(C(CN(C1CCCC1)C1=NC(=NC=C1[N+](=O)[O-])Cl)(Cl)Cl)=O (3-[(2-chloro-5-nitro-pyrimidin-4-yl)-cyclopentyl-amino]-2,2-dichloro-propanoic acid methyl ester). The reagents and catalysts are [Fe] (iron). Run in C(C)(=O)O (acetic acid). Reaction conditions: time 10 minute. Yields the product ClC=1N=CC2=C(N(CC(C(N2)=O)(Cl)Cl)C2CCCC2)N1 (2-chloro-9-cyclopentyl-7,7-dichloro-5,7,8,9-tetrahydro-pyrimido[4,5-b][1,4]diazepin-6-one). The yield is 35.1%. As a reaction SMILES: C[O:2][C:3](=O)[C:4]([Cl:23])([Cl:22])[CH2:5][N:6]([C:12]1[C:17]([N+:18]([O-])=O)=[CH:16][N:15]=[C:14]([Cl:21])[N:13]=1)[CH:7]1[CH2:11][CH2:10][CH2:9][CH2:8]1>C(O)(=O)C.[Fe]>[Cl:21][C:14]1[N:15]=[CH:16][C:17]2[NH:18][C:3](=[O:2])[C:4]([Cl:23])([Cl:22])[CH2:5][N:6]([CH:7]3[CH2:11][CH2:10][CH2:9][CH2:8]3)[C:12]=2[N:13]=1. Reported procedure: To a solution of 2.2 g (0.0056 mole) of 3-[(2-chloro-5-nitro-pyrimidin-4-yl)-cyclopentyl-amino]-2,2-dichloro-propanoic acid methyl ester (IV-298) in 40 mL of acetic acid was added 2.2 g (0.039 g-atom) of iron powder. The mixture was heated to 80 degrees for 2 hours and then filtered while hot. Water and ethyl acetate were added to the filtrate and the mixture was stirred for 10 minutes and then filtered. The layers were separated. The organic layer was washed successively with ammonium hydroxide... Reactants: Br.[N+](=O)([O-])C1=CC=C(CN2CCNCC2)C=C1 (1-[4-nitrobenzyl]piperazine hydrobromide). Run in [OH-].[Na+] (sodium hydroxide). Reaction conditions: time 30 minute. Yields the product [N+](=O)([O-])C1=CC=C(CN2CCNCC2)C=C1 (1-[4-nitrobenzyl]piperazine). Yield: 77.4%. As a reaction SMILES: Br.[N+:2]([C:5]1[CH:17]=[CH:16][C:8]([CH2:9][N:10]2[CH2:15][CH2:14][NH:13][CH2:12][CH2:11]2)=[CH:7][CH:6]=1)([O-:4])=[O:3]>[OH-].[Na+]>[N+:2]([C:5]1[CH:17]=[CH:16][C:8]([CH2:9][N:10]2[CH2:15][CH2:14][NH:13][CH2:12][CH2:11]2)=[CH:7][CH:6]=1)([O-:4])=[O:3] |f:0.1,2.3|. Procedure: Following the procedure of Example 6, but replacing 1-benzylpiperazine with 1-[4-nitrobenzyl]piperazine, provided the desired compound. To a solution of piperazine (2 g, 0.023 mol) in 10 mL of ethanol added a solution of 4-nitrobenzyl bromide (5 g, 0.023 mol) in 20 mL of warm ethanol. It was gently refluxed for 1 hour and stirred at room temperature for one over night. The resulting white precipitate was filtered, washed with a small amount of cold ethanol, and dried to yield 1-[4-nitrobenzyl]pi... Reactants: C(C)C1=C(C(=CC(=C1)C)CC)C=1C(N(N=C(C1S(=O)(=O)C1=CC=C(C=C1)C)C)C)=O (4-(2,6-diethyl-4-methylphenyl)-2,6-dimethyl-5-(4-methylphenylsulfonyl)-2,3-dihydro-3-pyridazinone), [OH-].[Na+] (sodium hydroxide). Reagents/catalysts: [Br-].C(CCC)[N+](CCCC)(CCCC)CCCC (tetrabutylammonium bromide). Run in C1(=CC=CC=C1)C (toluene). The product is C(C)C1=C(C(=CC(=C1)C)CC)C=1C(N(N=C(C1O)C)C)=O (4-(2,6-diethyl-4-methylphenyl)-5-hydroxy-2,6-dimethyl-2,3-dihydro-3-pyridazinone). Yield: 40.1%. As a reaction SMILES: [CH2:1]([C:3]1[CH:8]=[C:7]([CH3:9])[CH:6]=[C:5]([CH2:10][CH3:11])[C:4]=1[C:12]1[C:13](=[O:30])[N:14]([CH3:29])[N:15]=[C:16]([CH3:28])[C:17]=1S(C1C=CC(C)=CC=1)(=O)=O)[CH3:2].[OH-:31].[Na+]>[Br-].C([N+](CCCC)(CCCC)CCCC)CCC.C1(C)C=CC=CC=1>[CH2:1]([C:3]1[CH:8]=[C:7]([CH3:9])[CH:6]=[C:5]([CH2:10][CH3:11])[C:4]=1[C:12]1[C:13](=[O:30])[N:14]([CH3:29])[N:15]=[C:16]([CH3:28])[C:17]=1[OH:31])[CH3:2] |f:1.2,3.4|. Reported procedure: TO a 10 ml volume two-necked flask with Dean-Stark, 4-(2,6-diethyl-4-methylphenyl)-2,6-dimethyl-5-(4-methylphenylsulfonyl)-2,3-dihydro-3-pyridazinone ((2-36)-(1)-39) (699 mg), toluene (2.45 ml), tetrabutylammonium bromide (27 mg), and 48 w/w % of aqueous sodium hydroxide solution (550 mg) were added. Water was removed by azeotropic distillation under reflux for 33 hours. After the mixture was cooled to room temperature, water was added, and the organic layer was removed. To the aqueous layer, 20... Reactants: COC(C1=CC=C(C=C1)CN(S(=O)(=O)C1=CC=C(C=C1)Cl)[C@H]1[C@H](CCCCC1)C(N)=O)=O (cis-4-[[(2-Carbamoyl-cycloheptyl)-(4-chlorobenzenesulfonyl)-amino]-methyl]-benzoic acid methyl ester), C(C)N (ethylamine). Run at temperature 60 celsius, time 16 hour. The product is ClC1=CC=C(C=C1)S(=O)(=O)N([C@@H]1[C@@H](CCCCC1)C(=O)N)CC1=CC=C(C=C1)C(NCC)=O (cis-2-[(4-Chlorobenzenesulfonyl)-(4-ethylcarbamoyl-benzyl)-amino]-cycloheptanecarboxylic acid amide). Yield: 18.0%. RXN SMILES: C[O:2][C:3](=O)[C:4]1[CH:9]=[CH:8][C:7]([CH2:10][N:11]([C@@H:22]2[CH2:28][CH2:27][CH2:26][CH2:25][CH2:24][C@@H:23]2[C:29](=[O:31])[NH2:30])[S:12]([C:15]2[CH:20]=[CH:19][C:18]([Cl:21])=[CH:17][CH:16]=2)(=[O:14])=[O:13])=[CH:6][CH:5]=1.[CH2:33]([NH2:35])[CH3:34]>>[Cl:21][C:18]1[CH:19]=[CH:20][C:15]([S:12]([N:11]([CH2:10][C:7]2[CH:6]=[CH:5][C:4]([C:3](=[O:2])[NH:35][CH2:33][CH3:34])=[CH:9][CH:8]=2)[C@H:22]2[CH2:28][CH2:27][CH2:26][CH2:25][CH2:24][C@H:23]2[C:29]([NH2:30])=[O:31])(=[O:13])=[O:14])=[CH:16][CH:17]=1. Reported procedure: cis-4-[[(2-Carbamoyl-cycloheptyl)-(4-chlorobenzenesulfonyl)-amino]-methyl]-benzoic acid methyl ester (50 mg, 0.10 mmol) and ethylamine (1.0 M in MeOH, 6 mL) were heated with stirring at 60° C. for 16 h. The solution was concentrated to dryness and the product purified by silica-gel column chromatography (20%–90% EtOAc/Hexanes) to afford 9.0 mg (18% yield) of the titled compound: 1 H NMR (DMSO-d6) δ 7.89 (m, 1 H), 7.80 (d, 2 H, J=8.0 Hz), 7.72 (d, 2 H, J=8.0 Hz), 7.64 (d, 2 H, J=8.0 Hz), 7.36 (d,... The reactants are [H-].[Na+] (NaH), C1(=CC=CC=C1)CCO (2-phenylethanol), C(C=C)Br (Allyl bromide). Run in C1CCOC1 (THF). Run at temperature 0 celsius, time 45 minute. The product is C(C=C)OCCC1=CC=CC=C1 (2-allyloxyethylbenzene). Reaction SMILES: [C:1]1([CH2:7][CH2:8][OH:9])[CH:6]=[CH:5][CH:4]=[CH:3][CH:2]=1.[H-].[Na+].[CH2:12](Br)[CH:13]=[CH2:14]>C1COCC1>[CH2:14]([O:9][CH2:8][CH2:7][C:1]1[CH:6]=[CH:5][CH:4]=[CH:3][CH:2]=1)[CH:13]=[CH2:12] |f:1.2|. Procedure: To a solution of 2-phenylethanol (9.09 g; 72.9 mmol) dissolved in THF (75 ml) and cooled to 0° C. is added NaH (60%; 3.5 g; 87 mmol) in portions over 10 minutes. The mixture is allowed to warm to room temperature, stirred for 45 minutes and cooled. Allyl bromide (6.3 ml; 73 mmol) is added and the mixture is brought to room temperature and stirred vigorously. The reaction mixture is heated at 45° C. for 3 hours, quenched with MeOH, diluted with Et2O, washed with H2O 3× and brine, dried (MgSO4) an... The reactants are C(CCCCC=C)C(C(=O)OCC)C(=O)OCC (diethyl 2-(6-heptenyl)malonate), ICCCCCCC(C(F)(F)F)(F)F (1-iodo-7,7,8,8,8-pentafluorooctane). Yields the product FC(CCCCCCC(C(=O)OCC)CCCCCC=C)(C(F)(F)F)F (ethyl 2-(7,7,8,8,8-pentafluorooctyl)-8-nonenoate). RXN SMILES: [CH2:1]([CH:8]([C:14](OCC)=O)[C:9]([O:11][CH2:12][CH3:13])=[O:10])[CH2:2][CH2:3][CH2:4][CH2:5][CH:6]=[CH2:7].IC[CH2:21][CH2:22][CH2:23][CH2:24][CH2:25][C:26]([F:32])([F:31])[C:27]([F:30])([F:29])[F:28]>>[F:31][C:26]([F:32])([C:27]([F:28])([F:29])[F:30])[CH2:25][CH2:24][CH2:23][CH2:22][CH2:21][CH2:14][CH:8]([CH2:1][CH2:2][CH2:3][CH2:4][CH2:5][CH:6]=[CH2:7])[C:9]([O:11][CH2:12][CH3:13])=[O:10]. Procedure details: Starting with the diethyl 2-(6-heptenyl)malonate prepared in Example 9 and the 1-iodo-7,7,8,8,8-pentafluoro-octane prepared in Example 4, the same procedure as shown in Example 5 was repeated to give ethyl 2-(7,7,8,8,8-pentafluorooctyl)-8-nonenoate. Starting materials: C(C1=CC=CC=C1)OCC(=O)Cl (benzyloxyacetyl chloride), O1CCCC1 (tetrahydrofuran), NC1=C(C#N)C(=C(C(=C1O)F)C1=CC=CC=C1)C (2-amino-5-phenyl-4-fluoro-3-hydroxy-6-methylbenzonitrile), C(O)([O-])=O.[Na+] (sodium hydrogencarbonate). Solvent: C(C)(=O)OCC (Ethyl acetate). Conditions: time 18 hour. Product: C(C1=CC=CC=C1)OCC(=O)NC1=C(C(=C(C(=C1O)F)C1=CC=CC=C1)C)C#N (2-(Benzyloxy)-N-(3-cyano-6-fluoro-5-hydroxy-2-methyl[1,1′-biphenyl]-4-yl)acetamide). Isolated yield 77.2%. As a reaction SMILES: [CH2:1]([O:8][CH2:9][C:10](Cl)=[O:11])[C:2]1[CH:7]=[CH:6][CH:5]=[CH:4][CH:3]=1.O1CCCC1.[NH2:18][C:19]1[C:26]([OH:27])=[C:25]([F:28])[C:24]([C:29]2[CH:34]=[CH:33][CH:32]=[CH:31][CH:30]=2)=[C:23]([CH3:35])[C:20]=1[C:21]#[N:22].C(=O)([O-])O.[Na+]>C(OCC)(=O)C>[CH2:1]([O:8][CH2:9][C:10]([NH:18][C:19]1[C:26]([OH:27])=[C:25]([F:28])[C:24]([C:29]2[CH:34]=[CH:33][CH:32]=[CH:31][CH:30]=2)=[C:23]([CH3:35])[C:20]=1[C:21]#[N:22])=[O:11])[C:2]1[CH:7]=[CH:6][CH:5]=[CH:4][CH:3]=1 |f:3.4|. Procedure: Under nitrogen atmosphere, benzyloxyacetyl chloride (489 μl, 3.10 mmol) was dropwise added to a tetrahydrofuran solution (10 ml) of 2-amino-5-phenyl-4-fluoro-3-hydroxy-6-methylbenzonitrile (I-41) (500 mg, 2.06 mmol) and sodium hydrogencarbonate (520 mg, 6.19 mmol) cooled with ice, followed by stirring at room temperature for 18 hours. Ethyl acetate was added to the reaction liquid, followed by washing with water and saturated brine. The obtained organic layer was dried over anhydrous sodium sulf... Starting materials: FC(F)(F)Sc1ccc(CBr)cc1, C1CCOC1, COC(=O)c1ccc2[nH]c(COc3ccccc3)cc2c1, [H-], [Na+]. Product: COC(=O)c1ccc2c(c1)cc(COc1ccccc1)n2Cc1ccc(SC(F)(F)F)cc1. RXN SMILES: [Br:24][CH2:25][c:26]1[cH:27][cH:28][c:29]([S:32][C:33]([F:34])([F:35])[F:36])[cH:30][cH:31]1.[CH2:37]1[O:38][CH2:39][CH2:40][CH2:41]1.[CH3:1][O:2][C:3](=[O:4])[c:5]1[cH:6][c:7]2[cH:8][c:9]([CH2:14][O:15][c:16]3[cH:17][cH:18][cH:19][cH:20][cH:21]3)[nH:10][c:11]2[cH:12][cH:13]1.[H-:23].[Na+:22]>>[CH3:1][O:2][C:3](=[O:4])[c:5]1[cH:6][c:7]2[cH:8][c:9]([CH2:14][O:15][c:16]3[cH:17][cH:18][cH:19][cH:20][cH:21]3)[n:10]([CH2:25][c:26]3[cH:27][cH:28][c:29]([S:32][C:33]([F:34])([F:35])[F:36])[cH:30][cH:31]3)[c:11]2[cH:12][cH:13]1. As a reaction SMILES: [Br:1][c:2]1[cH:3][n:4][c:5]2[c:6]([cH:16]1)[CH2:7][N:8]1[CH2:9][CH2:10][CH2:11][CH:12]1[C:13](=[O:15])[NH:14]2.[C:17]([CH:18]=[CH2:19])(=[O:20])[O:21][C:22]([CH3:23])([CH3:24])[CH3:25].[C:26](#[N:27])[CH2:28][CH3:29].[Cl:35][CH2:36][Cl:37].[O-:39][C:40]([CH3:41])=[O:42].[O-:43][C:44]([CH3:45])=[O:46].[O:30]=[CH:31][N:32]([CH3:33])[CH3:34].[Pd+2:38]>>[c:2]1([CH:19]=[CH:18][C:17](=[O:20])[O:21][C:22]([CH3:23])([CH3:24])[CH3:25])[cH:3][n:4][c:5]2[c:6]([cH:16]1)[CH2:7][N:8]1[CH2:9][CH2:10][CH2:11][CH:12]1[C:13](=[O:15])[NH:14]2. Product: CC(C)(C)OC(=O)C=Cc1cnc2c(c1)CN1CCCC1C(=O)N2. Reactants: O=C1Nc2ncc(Br)cc2CN2CCCC12, C=CC(=O)OC(C)(C)C, CCC#N, ClCCl, CC(=O)[O-], CC(=O)[O-], CN(C)C=O, [Pd+2].